This data is from the Open Reaction Database (ORD), a public repository of structured organic reaction records. The task is: describe an organic reaction: reactants, conditions, products, and yield The reactants are C(#N)C=1C=C(C=CC1)NC=1C=C(C(=O)OCC)C=CC1 (ethyl 3-(3-cyanophenylamino)benzoate), [OH-].[Na+] (sodium hydroxide). The solvent is O1CCOCC1 (dioxane), O (water). Run at time 18 hour. Yields the product C(#N)C=1C=C(C=CC1)NC=1C=C(C(=O)O)C=CC1 (3-(3-cyanophenylamino)benzoic acid). RXN SMILES: [C:1]([C:3]1[CH:4]=[C:5]([NH:9][C:10]2[CH:11]=[C:12]([CH:18]=[CH:19][CH:20]=2)[C:13]([O:15]CC)=[O:14])[CH:6]=[CH:7][CH:8]=1)#[N:2].[OH-].[Na+]>O1CCOCC1.O>[C:1]([C:3]1[CH:4]=[C:5]([NH:9][C:10]2[CH:11]=[C:12]([CH:18]=[CH:19][CH:20]=2)[C:13]([OH:15])=[O:14])[CH:6]=[CH:7][CH:8]=1)#[N:2] |f:1.2|. Reported procedure: To a solution of ethyl 3-(3-cyanophenylamino)benzoate (0.050 g; 0.187 mmol) in dioxane (1 ml) was added a solution of sodium hydroxide (0.022 g; 0.563 mmol) in water (0.6 ml). The mixture was stirred at room temperature for 18 hours and concentrated under reduced pressure to remove the dioxane. The aqueous solution was acidified with 6N hydrochloric acid, extracted with ethyl acetate (2×100 mL), dried and concentrated under reduced pressure to give quantitatively 3-(3-cyanophenylamino)benzoic ac...